Task: describe an organic reaction: reactants, conditions, products, and yield. Dataset: the Open Reaction Database (ORD), a public repository of structured organic reaction records Starting materials: C(C)OC1=C(C=NC2=CC=C(C=C12)\C=C/1\C(N=C(S1)SC)=O)C#N (4-ethoxy-6-[2-methylsulfanyl-4-oxo-4H-thiazol-(5Z)-ylidenemethyl]-quinoline-3-carbonitrile), C1(CC1)N (cyclopropylamine), CCN(C(C)C)C(C)C (DIEA). Yields the product C1(CC1)NC=1S\C(\C(N1)=O)=C/C=1C=C2C(=C(C=NC2=CC1)C#N)OCC (6-[2-Cyclopropylamino-4-oxo-4H-thiazol-(5Z)-ylidenemethyl]-4-ethoxy-quinoline-3-carbonitrile). RXN SMILES: [CH2:1]([O:3][C:4]1[C:13]2[C:8](=[CH:9][CH:10]=[C:11](/[CH:14]=[C:15]3/[C:16](=[O:22])[N:17]=[C:18](SC)[S:19]/3)[CH:12]=2)[N:7]=[CH:6][C:5]=1[C:23]#[N:24])[CH3:2].[CH:25]1([NH2:28])[CH2:27][CH2:26]1.CCN(C(C)C)C(C)C>>[CH:25]1([NH:28][C:18]2[S:19]/[C:15](=[CH:14]\[C:11]3[CH:12]=[C:13]4[C:8](=[CH:9][CH:10]=3)[N:7]=[CH:6][C:5]([C:23]#[N:24])=[C:4]4[O:3][CH2:1][CH3:2])/[C:16](=[O:22])[N:17]=2)[CH2:27][CH2:26]1. Procedure details: Similar procedure as described in example 14h was used, starting from 4-ethoxy-6-[2-methylsulfanyl-4-oxo-4H-thiazol-(5Z)-ylidenemethyl]-quinoline-3-carbonitrile (example 14g), cyclopropylamine and DIEA to give 6-[2-Cyclopropylamino-4-oxo-4H-thiazol-(5Z)-ylidenemethyl]-4-ethoxy-quinoline-3-carbonitrile. LC-MS m/e 365 (MH+). The reactants are CC(=O)CC(=O)OCC[Si](C)(C)C, CC(=O)O, CCOC(C)=O, O=N[O-], [Na+], O. The product is CC(=O)C(=NO)C(=O)OCC[Si](C)(C)C. As a reaction SMILES: [C:1]([CH2:2][C:3](=[O:4])[CH3:5])(=[O:6])[O:7][CH2:8][CH2:9][Si:10]([CH3:11])([CH3:12])[CH3:13].[CH3:18][C:19](=[O:20])[OH:21].[CH3:23][CH2:24][O:25][C:26](=[O:27])[CH3:28].[N:14](=[O:15])[O-:16].[Na+:17].[OH2:22]>>[C:1]([C:2]([C:3](=[O:4])[CH3:5])=[N:14][OH:15])(=[O:6])[O:7][CH2:8][CH2:9][Si:10]([CH3:11])([CH3:12])[CH3:13]. The reactants are O.C1(=CC=C(C=C1)S(=O)(=O)O)C (p-toluenesulfonic acid monohydrate), C1(=CC=CC=C1)[C@@H](C)N=C(C(F)(F)F)C1=CC=CC=C1 ((R)-1-Phenyl-N-(2,2,2-trifluoro-1-phenylethylidene)ethanamine), C(#N)[BH3-].[Na+] (sodium cyanoborohydride), CCCCCC (n-Hexane). The solvent is CC(C)O (i-PrOH), C1CCOC1 (THF), C1CCOC1 (THF). Reaction conditions: time 3 hour. Yields the product FC([C@H](N[C@H](C)C1=CC=CC=C1)C1=CC=CC=C1)(F)F ((R)-2,2,2-Trifluoro-1-phenyl-N-((R)-1-phenylethyl)ethanamine), S(=O)(=O)([O-])C1=CC=C(C)C=C1 (tosylate). Yield: 146.8%. Reaction SMILES: [C:1]1([C@H:7]([N:9]=[C:10]([C:15]2[CH:20]=[CH:19][CH:18]=[CH:17][CH:16]=2)[C:11]([F:14])([F:13])[F:12])[CH3:8])[CH:6]=[CH:5][CH:4]=[CH:3][CH:2]=1.C([BH3-])#N.[Na+].O.[C:26]1([CH3:36])[CH:31]=[CH:30][C:29]([S:32]([OH:35])(=[O:34])=[O:33])=[CH:28][CH:27]=1.CCCCCC>C1COCC1.CC(O)C>[F:12][C:11]([F:13])([F:14])[C@@H:10]([C:15]1[CH:20]=[CH:19][CH:18]=[CH:17][CH:16]=1)[NH:9][C@@H:7]([C:1]1[CH:6]=[CH:5][CH:4]=[CH:3][CH:2]=1)[CH3:8].[S:32]([C:29]1[CH:30]=[CH:31][C:26]([CH3:36])=[CH:27][CH:28]=1)([O-:35])(=[O:34])=[O:33] |f:1.2,3.4|. Reported procedure: The product of Example 447A (11.1 g, 40 mmol) in THF (60 mL) was treated with a solution of sodium cyanoborohydride (5.3 g, 80 mmol) in THF (30 mL) dropwise at 5° C. over 15 minutes, then 5° C. for 3 hours and at room temperature for 3 days. The reaction was quenched with 1N HCl (to pH 1) and stirred at room temperature for 3 hours, adjusted to pH 11 with K2CO3, and then extracted with ethyl acetate (100 mL). The organic layer was washed with water (3×50 mL) and brine, dried over MgSO4, concentr... Starting materials: Cl[C@@H]1CN(CCC1)CCC1=CC=CC=C1 ((S)-(+)-3-chloro-1-phenethylpiperidine), ice water, [H-].[Na+] (sodium hydride), C1=CC=CC=2NC3=C(OCC21)C=CC=C3 (5,11-dihydrodibenzo[b,e][1,4]oxazepine). The solvent is CS(=O)C (dimethyl sulfoxide), petroleum ether, CS(=O)C (dimethyl sulfoxide). Conditions: time 1 hour. The product is C(CC1=CC=CC=C1)N1[C@H](CCC1)CN1C2=C(OCC3=C1C=CC=C3)C=CC=C2 ((R)-(+)-5,11-dihydro-5-[1-phenethyl-2-pyrrolidinyl-methyl]dibenzo[b,e][1,4]oxazepine). The yield is 119.8%. Reaction SMILES: [H-].[Na+].[CH:3]1[C:13]2[CH2:12][O:11][C:10]3[CH:14]=[CH:15][CH:16]=[CH:17][C:9]=3[NH:8][C:7]=2[CH:6]=[CH:5][CH:4]=1.Cl[C@H:19]1[CH2:24][CH2:23][CH2:22][N:21]([CH2:25][CH2:26][C:27]2[CH:32]=[CH:31][CH:30]=[CH:29][CH:28]=2)[CH2:20]1>CS(C)=O>[CH2:25]([N:21]1[CH2:22][CH2:23][CH2:24][C@@H:20]1[CH2:19][N:8]1[C:7]2[CH:6]=[CH:5][CH:4]=[CH:3][C:13]=2[CH2:12][O:11][C:10]2[CH:14]=[CH:15][CH:16]=[CH:17][C:9]1=2)[CH2:26][C:27]1[CH:28]=[CH:29][CH:30]=[CH:31][CH:32]=1 |f:0.1|. Reported procedure: Sixty-percent sodium hydride (608 mg, 15 mmols) was washed with petroleum ether, and then suspended in 50 ml of dimethyl sulfoxide. To the suspension were added 1.5 g (7.6 mmols) of 5,11-dihydrodibenzo[b,e][1,4]oxazepine. The mixture was stirred in a nitrogen atmosphere at room temperature for 1 hour. To this reaction solution was added dropwise a solution of 3.2 g (14 mmols) of (S)-(+)-3-chloro-1-phenethylpiperidine [[α]D25 =+10.9° (c=1.0, ethanol)] in 30 ml of dimethyl sulfoxide, and the mixed... The reactants are C1(CC1)B(O)O (cyclopropylboronic acid), C1(CCCCC1)P(C1CCCCC1)C1CCCCC1 (tricyclohexyl phosphine), P(=O)([O-])([O-])[O-].[K+].[K+].[K+] (potassium phosphate), BrC=1N(C2=C(C(=CC=C2C1SC=1C(=C(C(=O)OCC)C=CC1)F)Cl)F)C=1C=NN(C1)CC (ethyl 3-((2-bromo-6-chloro-1-(1-ethyl-1H-pyrazol-4-yl)-7-fluoro-1H-indol-3-yl)thio)-2-fluorobenzoate). The reagents and catalysts are CC(=O)[O-].CC(=O)[O-].[Pd+2] (Pd(OAc)2). Run in C1(=CC=CC=C1)C (toluene), CCOC(=O)C (EtOAc). Reaction conditions: time 3 hour. Product: ClC1=CC=C2C(=C(N(C2=C1F)C=1C=NN(C1)CC)C1CC1)SC=1C(=C(C(=O)OCC)C=CC1)F (ethyl 3-((6-chloro-2-cyclopropyl-1-(1-ethyl-1H-pyrazol-4-yl)-7-fluoro-1H-indol-3-yl)thio)-2-fluorobenzoate). Reaction SMILES: Br[C:2]1[N:3]([C:26]2[CH:27]=[N:28][N:29]([CH2:31][CH3:32])[CH:30]=2)[C:4]2[C:9]([C:10]=1[S:11][C:12]1[C:13]([F:23])=[C:14]([CH:20]=[CH:21][CH:22]=1)[C:15]([O:17][CH2:18][CH3:19])=[O:16])=[CH:8][CH:7]=[C:6]([Cl:24])[C:5]=2[F:25].[CH:33]1(B(O)O)[CH2:35][CH2:34]1.C1(P(C2CCCCC2)C2CCCCC2)CCCCC1.P([O-])([O-])([O-])=O.[K+].[K+].[K+]>C1(C)C=CC=CC=1.CCOC(C)=O.CC([O-])=O.CC([O-])=O.[Pd+2]>[Cl:24][C:6]1[C:5]([F:25])=[C:4]2[C:9]([C:10]([S:11][C:12]3[C:13]([F:23])=[C:14]([CH:20]=[CH:21][CH:22]=3)[C:15]([O:17][CH2:18][CH3:19])=[O:16])=[C:2]([CH:33]3[CH2:35][CH2:34]3)[N:3]2[C:26]2[CH:27]=[N:28][N:29]([CH2:31][CH3:32])[CH:30]=2)=[CH:8][CH:7]=1 |f:3.4.5.6,9.10.11|. Procedure details: A solution of compound 11 (150 mg, 0.27 mmol) in toluene (10 mL) under inert atmosphere was purged with argon at RT for 10 min. To this, cyclopropylboronic acid (48 mg, 0.55 mmol), tricyclohexyl phosphine (16 mg, 0.05 mmol), Pd(OAc)2 (6 mg, 0.02 mmol) and potassium phosphate (202 mg, 0.01 mmol) were added at RT under argon. The resultant solution was purged again with argon at RT for 5 min. The reaction mixture was then heated to reflux temperature and stirred for 3 h. The reaction was monitored... Reactants: C(#N)C1=CC(=C(C=C1)S(=O)(=O)N1CCN(CC1)C(=O)OC(C)(C)C)C (1,1-dimethylethyl 4-[(4-cyano-2-methylphenyl)sulfonyl]-1-piperazinecarboxylate), C(#N)C1=CC(=C(C=C1)S(=O)(=O)N1CCN(CC1)C(=O)OC(C)(C)C)C (1,1-dimethylethyl 4-[(4-cyano-2-methylphenyl)sulfonyl]-1-piperazinecarboxylate), C(=O)(C(F)(F)F)O (TFA). Run in ClCCl (dichloromethane). The product is CC=1C=C(C#N)C=CC1S(=O)(=O)N1CCNCC1 (3-Methyl-4-(1-piperazinylsulfonyl)benzonitrile). Yield: 107.2%. As a reaction SMILES: [C:1]([C:3]1[CH:8]=[CH:7][C:6]([S:9]([N:12]2[CH2:17][CH2:16][N:15](C(OC(C)(C)C)=O)[CH2:14][CH2:13]2)(=[O:11])=[O:10])=[C:5]([CH3:25])[CH:4]=1)#[N:2].C(O)(C(F)(F)F)=O>ClCCl>[CH3:25][C:5]1[CH:4]=[C:3]([CH:8]=[CH:7][C:6]=1[S:9]([N:12]1[CH2:17][CH2:16][NH:15][CH2:14][CH2:13]1)(=[O:11])=[O:10])[C:1]#[N:2]. Reported procedure: A solution of 1,1-dimethylethyl 4-[(4-cyano-2-methylphenyl)sulfonyl]-1-piperazinecarboxylate (may be prepared as described in Intermediate 8; 3.33 g, 9.11 mmol) and TFA (10 ml, 130 mmol) in dry dichloromethane (10 ml) was stirred at rt for 1 h, then concentrated in vacuo, azeotroping with toluene (25 ml) to give a brown oil. This was partitioned between DCM (50 ml) and sat. aq NaHCO3 (50 ml), then the aqueos layer extracted with DCM:EtOH (3:1, 40 ml). The combined organics were passed through a ...